Dataset: the Open Reaction Database (ORD), a public repository of structured organic reaction records. Task: describe an organic reaction: reactants, conditions, products, and yield Reactants: FC1=C(C=O)C=CC(=C1CCO)F (2,4-Difluoro-3-(2-hydroxyethyl)benzaldehyde), FC(C(=O)O)(F)F.C(C)(C)C=1SC=C(N1)C(=O)N1CCOC2(C1)CCNCC2 ((2-Isopropylthiazol-4-yl)(1-oxa-4,9-diazaspiro[5.5]undecan-4-yl)methanone trifluoroacetate), C(C)(=O)O (acetic acid). The solvent is CN1C(CCC1)=O (N-methyl-2-pyrrolidinone). Run at time 1 hour. Yields the product FC1=C(CN2CCC3(CN(CCO3)C(=O)C=3N=C(SC3)C(C)C)CC2)C=CC(=C1CCO)F ((9-(2,4-Difluoro-3-(2-hydroxyethyl)benzyl)-1-oxa-4,9-diazaspiro[5.5]undecan-4-yl)(2-isopropylthiazol-4-yl)methanone). As a reaction SMILES: [F:1][C:2]1[C:9]([CH2:10][CH2:11][OH:12])=[C:8]([F:13])[CH:7]=[CH:6][C:3]=1[CH:4]=O.FC(F)(F)C(O)=O.[CH:21]([C:24]1[S:25][CH:26]=[C:27]([C:29]([N:31]2[CH2:36][C:35]3([CH2:41][CH2:40][NH:39][CH2:38][CH2:37]3)[O:34][CH2:33][CH2:32]2)=[O:30])[N:28]=1)([CH3:23])[CH3:22].C(O)(=O)C>CN1CCCC1=O>[F:1][C:2]1[C:9]([CH2:10][CH2:11][OH:12])=[C:8]([F:13])[CH:7]=[CH:6][C:3]=1[CH2:4][N:39]1[CH2:40][CH2:41][C:35]2([O:34][CH2:33][CH2:32][N:31]([C:29]([C:27]3[N:28]=[C:24]([CH:21]([CH3:22])[CH3:23])[S:25][CH:26]=3)=[O:30])[CH2:36]2)[CH2:37][CH2:38]1 |f:1.2|. Reported procedure: 2,4-Difluoro-3-(2-hydroxyethyl)benzaldehyde (example 45, step b) (0.35 g) was added to a solution of (2-isopropylthiazol-4-yl)(1-oxa-4,9-diazaspiro[5.5]undecan-4-yl)methanone trifluoroacetate (example 22, step b) (0.67 g) and acetic acid (0.09 mL) in N-methyl-2-pyrrolidinone (1 mL). The resulting mixture was stirred for 1 h then quenched by portionwise addition of sodium triacetoxyborohydride (0.335 g) over 5 min. The resulting mixture was stirred overnight, diluted with acetonitrile (20 mL) and... Starting materials: NC1CCCc2ccccc21, O=Cc1cccc(OC2C=CCCC2)c1. Yields the product C1=CC(Oc2cccc(CNC3CCCc4ccccc43)c2)CCC1. RXN SMILES: [CH:16]1([NH2:26])[CH2:17][CH2:18][CH2:19][c:20]2[cH:21][cH:22][cH:23][cH:24][c:25]21.[CH:1]1([O:7][c:8]2[cH:9][c:10]([CH:11]=[O:12])[cH:13][cH:14][cH:15]2)[CH:2]=[CH:3][CH2:4][CH2:5][CH2:6]1>>[CH:1]1([O:7][c:8]2[cH:9][c:10]([CH2:11][NH:26][CH:16]3[CH2:17][CH2:18][CH2:19][c:20]4[cH:21][cH:22][cH:23][cH:24][c:25]43)[cH:13][cH:14][cH:15]2)[CH:2]=[CH:3][CH2:4][CH2:5][CH2:6]1. Starting materials: [Li+], COC(=O)c1ccc(N)c(I)c1, C1COCCO1, [OH-], O. The product is Nc1ccc(C(=O)O)cc1I. Reaction SMILES: [Li+:13].[NH2:1][c:2]1[c:3]([I:12])[cH:4][c:5]([C:6](=[O:7])[O:8][CH3:9])[cH:10][cH:11]1.[O:16]1[CH2:17][CH2:18][O:19][CH2:20][CH2:21]1.[OH-:14].[OH2:15]>>[NH2:1][c:2]1[c:3]([I:12])[cH:4][c:5]([C:6](=[O:7])[OH:8])[cH:10][cH:11]1. Reactants: C(C)(=O)OCCCC(C)(Cl)N=NC(C)(C)C (4-t-butylazo-4-chloropentyl acetate), [OH-].[K+] (potassium hydroxide), CO (methanol), [OH-].[K+] (potassium hydroxide), C(C)(C)(C)C1=CC=C(C=C1)S (para-t-butyl-thiophenol). Run in O (water), C(Cl)Cl (methylene chloride). Run at temperature 30 celsius. The product is C(C)(C)(C)N=NC(CCCO)(C)SC1=CC=C(C=C1)C(C)(C)C (4-t-Butylazo-4-(p-t-butylthiophenoxy) pentanol). Reaction SMILES: [OH-].[K+].CO.[C:5]([C:9]1[CH:14]=[CH:13][C:12]([SH:15])=[CH:11][CH:10]=1)([CH3:8])([CH3:7])[CH3:6].C([O:19][CH2:20][CH2:21][CH2:22][C:23]([N:26]=[N:27][C:28]([CH3:31])([CH3:30])[CH3:29])(Cl)[CH3:24])(=O)C>C(Cl)Cl.O>[C:28]([N:27]=[N:26][C:23]([S:15][C:12]1[CH:11]=[CH:10][C:9]([C:5]([CH3:8])([CH3:6])[CH3:7])=[CH:14][CH:13]=1)([CH3:24])[CH2:22][CH2:21][CH2:20][OH:19])([CH3:31])([CH3:30])[CH3:29] |f:0.1|. Procedure: To a 250 ml 3-neck round bottom flask equipped with a magnetic stirrer, thermometer, condenser and addition funnel was added 6.6 grams (0.1 mole) of 85% potassium hydroxide pellets and 130 mls of methanol. The mixture was stirred at 30° C. until the pellets dissolved. The resulting solution was cooled to 15° C. and with rapid stirring 16.6 grams (0.1 mole) of para-t-butyl-thiophenol were added while holding the temperature at 15° to 20° C. The mixture was stirred an additional 15 minutes at 15° ... The reactants are BrCc1cccc2ccsc12, O=C([O-])[O-], CC(C)CNC1CCN(C(=O)OC(C)(C)C)CC1, CC#N, [K+], [K+]. The product is CC(C)CN(Cc1cccc2ccsc12)C1CCN(C(=O)OC(C)(C)C)CC1. Reaction SMILES: [Br:1][CH2:2][c:3]1[cH:4][cH:5][cH:6][c:7]2[c:8]1[s:9][cH:10][cH:11]2.[C:30](=[O:31])([O-:32])[O-:33].[CH3:12][CH:13]([CH2:14][NH:15][CH:16]1[CH2:17][CH2:18][N:19]([C:22](=[O:23])[O:24][C:25]([CH3:26])([CH3:27])[CH3:28])[CH2:20][CH2:21]1)[CH3:29].[CH3:36][C:37]#[N:38].[K+:34].[K+:35]>>[CH2:2]([c:3]1[cH:4][cH:5][cH:6][c:7]2[c:8]1[s:9][cH:10][cH:11]2)[N:15]([CH2:14][CH:13]([CH3:12])[CH3:29])[CH:16]1[CH2:17][CH2:18][N:19]([C:22](=[O:23])[O:24][C:25]([CH3:26])([CH3:27])[CH3:28])[CH2:20][CH2:21]1.